From a dataset of the Open Reaction Database (ORD), a public repository of structured organic reaction records. describe an organic reaction: reactants, conditions, products, and yield Reaction conditions: time 24 hour. Procedure: o-Nitrobenzoic acid (10.0 g) and dicyclohexylamine (11.0 g) were added in sequence to 100 ml DMF, more solvent being necessary to dissolve the resulting salt. N-(Chloromethyl)phthalimide was added and the mixture stirred for 24 hours. The product was precipitated out with water. Recrystallization from ethyl acetate/cyclohexane yielded 15.3 g (83%) of the ester, m.p. 159°-160° C. The reactants are [N+](=O)([O-])C1=C(C(=O)O)C=CC=C1 (o-Nitrobenzoic acid), C1(CCCCC1)NC1CCCCC1 (dicyclohexylamine), ClCN1C(C=2C(C1=O)=CC=CC2)=O (N-(Chloromethyl)phthalimide). The product is [N+](=O)([O-])C1=C(C(=O)OCN2C(C=3C(C2=O)=CC=CC3)=O)C=CC=C1 (Phthalimidomethyl o-nitrobenzoate). RXN SMILES: [N+:1]([C:4]1[CH:12]=[CH:11][CH:10]=[CH:9][C:5]=1[C:6]([OH:8])=[O:7])([O-:3])=[O:2].C1(NC2CCCCC2)CCCCC1.Cl[CH2:27][N:28]1[C:32](=[O:33])[C:31]2=[CH:34][CH:35]=[CH:36][CH:37]=[C:30]2[C:29]1=[O:38]>CN(C=O)C>[N+:1]([C:4]1[CH:12]=[CH:11][CH:10]=[CH:9][C:5]=1[C:6]([O:8][CH2:27][N:28]1[C:29](=[O:38])[C:30]2=[CH:37][CH:36]=[CH:35][CH:34]=[C:31]2[C:32]1=[O:33])=[O:7])([O-:3])=[O:2]. The solvent is CN(C)C=O (DMF). Yield: 83.0%.